Task: describe an organic reaction: reactants, conditions, products, and yield. Dataset: the Open Reaction Database (ORD), a public repository of structured organic reaction records Reactants: ClC=1C=C(CN2CC(OCC2)CN)C=CC1Cl ([4-(3,4-Dichlorobenzyl)morpholin-2-yl]methylamine), FC1=CC=C(C=C1)N=C=O (1-fluoro-4-isocyanatobenzene). Yields the product ClC=1C=C(CN2CC(OCC2)CNC(=O)NC2=CC=C(C=C2)F)C=CC1Cl (N-{[4-(3,4-Dichlorobenzyl)morpholin-2-yl]methyl)-N′-(4-fluorophenyl)urea). As a reaction SMILES: [Cl:1][C:2]1[CH:3]=[C:4]([CH:14]=[CH:15][C:16]=1[Cl:17])[CH2:5][N:6]1[CH2:11][CH2:10][O:9][CH:8]([CH2:12][NH2:13])[CH2:7]1.[F:18][C:19]1[CH:24]=[CH:23][C:22]([N:25]=[C:26]=[O:27])=[CH:21][CH:20]=1>>[Cl:1][C:2]1[CH:3]=[C:4]([CH:14]=[CH:15][C:16]=1[Cl:17])[CH2:5][N:6]1[CH2:11][CH2:10][O:9][CH:8]([CH2:12][NH:13][C:26]([NH:25][C:22]2[CH:23]=[CH:24][C:19]([F:18])=[CH:20][CH:21]=2)=[O:27])[CH2:7]1. Procedure details: Example 17 was prepared in an analogous manner to Example 1 using a mixture of Intermediate 3 (0.025 g) and 1-fluoro-4-isocyanatobenzene (15.5 μl) to give the title compound (0.031 μg). LC-MS (System A): Rt 2.30 mins, Mass Spectrum m/z 421 [MH+]. Starting materials: Cl.Cl.BrC=1C=C2C(=NC=NC2=CC1)NC1=CC(=C(C=C1)OCC1=NC=CC=C1)C (6-bromo-4-[3-methyl-4-(2-pyridylmethoxy)anilino]quinazoline dihydrochloride salt), S1C(=CC=C1)B(OC(C)C)OC(C)C (di-isopropyl 2-thienylboronate). The product is CC=1C=C(NC2=NC=NC3=CC=C(C=C23)C=2SC=CC2)C=CC1OCC1=NC=CC=C1 (4-[3-methyl-4-(2-pyridylmethoxy)anilino]-6-(2-thienyl)-quinazoline). The yield is 70.0%. As a reaction SMILES: Cl.Cl.Br[C:4]1[CH:5]=[C:6]2[C:11](=[CH:12][CH:13]=1)[N:10]=[CH:9][N:8]=[C:7]2[NH:14][C:15]1[CH:20]=[CH:19][C:18]([O:21][CH2:22][C:23]2[CH:28]=[CH:27][CH:26]=[CH:25][N:24]=2)=[C:17]([CH3:29])[CH:16]=1.[S:30]1[CH:34]=[CH:33][CH:32]=[C:31]1B(OC(C)C)OC(C)C>>[CH3:29][C:17]1[CH:16]=[C:15]([CH:20]=[CH:19][C:18]=1[O:21][CH2:22][C:23]1[CH:28]=[CH:27][CH:26]=[CH:25][N:24]=1)[NH:14][C:7]1[C:6]2[C:11](=[CH:12][CH:13]=[C:4]([C:31]3[S:30][CH:34]=[CH:33][CH:32]=3)[CH:5]=2)[N:10]=[CH:9][N:8]=1 |f:0.1.2|. Procedure details: Using an analogous procedure to that described in Example 5, 6-bromo-4-[3-methyl-4-(2-pyridylmethoxy)anilino]quinazoline dihydrochloride salt was reacted with di-isopropyl 2-thienylboronate to give 4-[3-methyl-4-(2-pyridylmethoxy)anilino]-6-(2-thienyl)-quinazoline in 70% yield, m.p. 205°-206° C.; Starting materials: COC1=C(C=CC(=C1O)OC)C=1NC=2C(=NC=CC2)N1 (2-(2',4'-dimethoxy-3'-hydroxy-phenyl)-imidazo[4,5-b]pyridine), CS(=O)(=O)Cl (methanesulfonic acid chloride). Yields the product Cl.COC1=C(C=CC(=C1OS(=O)(=O)C)OC)C=1NC=2C(=NC=CC2)N1 (2-(2',4'-Dimethoxy-3'-methanesulfonyloxy-phenyl)-imidazo[4,5-b]pyridine hydrochloride). Reaction SMILES: [CH3:1][O:2][C:3]1[C:8]([OH:9])=[C:7]([O:10][CH3:11])[CH:6]=[CH:5][C:4]=1[C:12]1[NH:13][C:14]2[C:15]([N:20]=1)=[N:16][CH:17]=[CH:18][CH:19]=2.[CH3:21][S:22]([Cl:25])(=[O:24])=[O:23]>>[ClH:25].[CH3:1][O:2][C:3]1[C:8]([O:9][S:22]([CH3:21])(=[O:24])=[O:23])=[C:7]([O:10][CH3:11])[CH:6]=[CH:5][C:4]=1[C:12]1[NH:13][C:14]2[C:15]([N:20]=1)=[N:16][CH:17]=[CH:18][CH:19]=2 |f:2.3|. Procedure: Prepared analogously to Example 1 from 2-(2',4'-dimethoxy-3'-hydroxy-phenyl)-imidazo[4,5-b]pyridine and methanesulfonic acid chloride.